describe an organic reaction: reactants, conditions, products, and yield From a dataset of the Open Reaction Database (ORD), a public repository of structured organic reaction records. Reaction conditions: temperature 55 celsius. The solvent is C(C)O (ethanol), C(C)O (ethanol). The reactants are C(C)OC(C(CC1=CC(=C(C=C1)O)CCC)(OC1=CC=CC=C1)C)=O (3-(4-hydroxy-3-propylphenyl)-2-methyl-2-phenoxy-propionic acid ethyl ester), solution, polystyrene, CC1=C(N=C(O1)C1=CC=C(C=C1)C=1SC=CC1)CCOS(=O)(=O)C1=CC=C(C=C1)C (Toluene-4-sulfonic acid 2-(5-methyl-2-(4-thiophen-2-yl-phenyl)-oxazol-4-yl)ethyl ester). As a reaction SMILES: [CH3:1][C:2]1[O:6][C:5]([C:7]2[CH:12]=[CH:11][C:10]([C:13]3[S:14][CH:15]=[CH:16][CH:17]=3)=[CH:9][CH:8]=2)=[N:4][C:3]=1[CH2:18][CH2:19][O:20]S(C1C=CC(C)=CC=1)(=O)=O.C([O:33][C:34](=[O:55])[C:35]([CH3:54])([O:47][C:48]1[CH:53]=[CH:52][CH:51]=[CH:50][CH:49]=1)[CH2:36][C:37]1[CH:42]=[CH:41][C:40](O)=[C:39]([CH2:44][CH2:45][CH3:46])[CH:38]=1)C>C(O)C>[CH3:54][C:35]([O:47][C:48]1[CH:49]=[CH:50][CH:51]=[CH:52][CH:53]=1)([CH2:36][C:37]1[CH:42]=[CH:41][C:40]([O:20][CH2:19][CH2:18][C:3]2[N:4]=[C:5]([C:7]3[CH:8]=[CH:9][C:10]([C:13]4[S:14][CH:15]=[CH:16][CH:17]=4)=[CH:11][CH:12]=3)[O:6][C:2]=2[CH3:1])=[C:39]([CH2:44][CH2:45][CH3:46])[CH:38]=1)[C:34]([OH:55])=[O:33]. Yields the product CC(C(=O)O)(CC1=CC(=C(C=C1)OCCC=1N=C(OC1C)C1=CC=C(C=C1)C=1SC=CC1)CCC)OC1=CC=CC=C1 (2-Methyl-3-(4-{2-[5-methyl-2-(4-thiophen-2-yl-phenyl)-oxazol-4-yl]-ethoxy}-3-propyl-phenyl)-2-phenoxy-propionic acid). Procedure details: Toluene-4-sulfonic acid 2-(5-methyl-2-(4-thiophen-2-yl-phenyl)-oxazol-4-yl)ethyl ester (see Ex. 3, Part B) (0.132 mmol) was added to a one dram, screw-cap vial and diluted with ethanol (0.5 mL). To this solution are added 3-(4-hydroxy-3-propylphenyl)-2-methyl-2-phenoxy-propionic acid ethyl ester (0.5 mL of a 0.264 M solution in ethanol, 0.132 mmol) (see Ex. 10, Part C) and polystyrene bound 1,5,7-triazabicyclo[4.4.0]dec-5-ene (100–125 mg, 2.6 mmol/g) and the vial was tightly closed. The reaction... The reactants are BrCc1ccccc1, Oc1cc(Br)cnc1Br, O=C([O-])[O-], CN(C)C=O, [K+], [K+], O. Product: Brc1cnc(Br)c(OCc2ccccc2)c1. Reaction SMILES: [Br:16][CH2:17][c:18]1[cH:19][cH:20][cH:21][cH:22][cH:23]1.[Br:1][c:2]1[n:3][cH:4][c:5]([Br:9])[cH:6][c:7]1[OH:8].[C:10](=[O:11])([O-:12])[O-:13].[CH3:24][N:25]([CH3:26])[CH:27]=[O:28].[K+:14].[K+:15].[OH2:29]>>[Br:1][c:2]1[n:3][cH:4][c:5]([Br:9])[cH:6][c:7]1[O:8][CH2:17][c:18]1[cH:19][cH:20][cH:21][cH:22][cH:23]1. Reactants: COc1c(NC(C)=O)c(F)cc(Cl)c1[N+](=O)[O-], Cl, [Na]. Yields the product COc1c(N)c(F)cc(Cl)c1[N+](=O)[O-]. As a reaction SMILES: [Cl:1][c:2]1[c:3]([N+:15](=[O:16])[O-:17])[c:4]([O:13][CH3:14])[c:5]([NH:9][C:10](=[O:11])[CH3:12])[c:6]([F:8])[cH:7]1.[ClH:19].[Na:18]>>[Cl:1][c:2]1[c:3]([N+:15](=[O:16])[O-:17])[c:4]([O:13][CH3:14])[c:5]([NH2:9])[c:6]([F:8])[cH:7]1. Reactants: C(C)(=O)NC(CC=1C2=C(SC1)C=CC=C2)C(C=CC2=CC(=CC(=C2)C(F)(F)F)C(F)(F)F)=O (2-Acetamido-1-(3-benzo[b]thienyl)-5-(3,5-bistrifluoromethylphenyl)-4-penten-3-one), O (water), [BH4-].[Na+] (sodium borohydride). Run in C(C)O.ClCCl (ethanol dichloromethane). Run at time 1 hour. Product: C(C)(=O)NC(CC=1C2=C(SC1)C=CC=C2)C(C=CC2=CC(=CC(=C2)C(F)(F)F)C(F)(F)F)O (2-Acetamido-1-(3 -benzo[b]thienyl)-5-(3,5-bistrifluoromethylphenyl)-4-penten-3-ol), solid. Reaction SMILES: [C:1]([NH:4][CH:5]([C:16](=[O:33])[CH:17]=[CH:18][C:19]1[CH:24]=[C:23]([C:25]([F:28])([F:27])[F:26])[CH:22]=[C:21]([C:29]([F:32])([F:31])[F:30])[CH:20]=1)[CH2:6][C:7]1[C:8]2[CH:15]=[CH:14][CH:13]=[CH:12][C:9]=2[S:10][CH:11]=1)(=[O:3])[CH3:2].[BH4-].[Na+].O>C(O)C.ClCCl>[C:1]([NH:4][CH:5]([CH:16]([OH:33])[CH:17]=[CH:18][C:19]1[CH:24]=[C:23]([C:25]([F:27])([F:28])[F:26])[CH:22]=[C:21]([C:29]([F:30])([F:31])[F:32])[CH:20]=1)[CH2:6][C:7]1[C:8]2[CH:15]=[CH:14][CH:13]=[CH:12][C:9]=2[S:10][CH:11]=1)(=[O:3])[CH3:2] |f:1.2,4.5|. Procedure: A solution of the product of Example 1 (2.0 g) was dissolved in ethanol/dichloromethane (5:1, 100 ml) and treated with sodium borohydride (0.156 g). The reaction was stirred for 1 hour and then poured into water (500 ml), extracted with ethyl acetate, dried (MgSO4), filtered, and evaporated to yield an oil which was purified by chromatography on silica using ethyl acetate/petroleum ether (bp 60°-80° C.) to yield the title compound isomer A as a pale yellow solid (0.25 g) mp=190°-191° C.; found: ... Starting materials: OCC(C1=CC=CC=C1)NCC(=O)OC(C)(C)C (tert-butyl (2-hydroxy-1-phenyl-ethylamino)-acetate), C1(=CC=CC=C1)C(C=O)C1=CC=CC=C1 (diphenylacetaldehyde), S(=O)(=O)([O-])[O-].[Mg+2] (magnesium sulfate). The solvent is C(Cl)Cl (methylene chloride). Yields the product C(C1=CC=CC=C1)(C1=CC=CC=C1)C1OCC(N1CC(=O)OC(C)(C)C)C1=CC=CC=C1 (tert-butyl (2-benzhydryl-4-phenyl-oxazolidin-3-yl)-acetate). RXN SMILES: [OH:1][CH2:2][CH:3]([NH:10][CH2:11][C:12]([O:14][C:15]([CH3:18])([CH3:17])[CH3:16])=[O:13])[C:4]1[CH:9]=[CH:8][CH:7]=[CH:6][CH:5]=1.[C:19]1([CH:25]([C:28]2[CH:33]=[CH:32][CH:31]=[CH:30][CH:29]=2)[CH:26]=O)[CH:24]=[CH:23][CH:22]=[CH:21][CH:20]=1.S([O-])([O-])(=O)=O.[Mg+2]>C(Cl)Cl>[CH:25]([CH:26]1[N:10]([CH2:11][C:12]([O:14][C:15]([CH3:18])([CH3:17])[CH3:16])=[O:13])[CH:3]([C:4]2[CH:9]=[CH:8][CH:7]=[CH:6][CH:5]=2)[CH2:2][O:1]1)([C:19]1[CH:24]=[CH:23][CH:22]=[CH:21][CH:20]=1)[C:28]1[CH:33]=[CH:32][CH:31]=[CH:30][CH:29]=1 |f:2.3|. Procedure details: Scheme 4 and 5 show routes for preparation of compound of formula 2b. The protected amino acid is either commercially available material or prepared as described in known literature. For example, the CBZ protected (2S,3S)-hydroxyleucine (CBZ: benzyloxycarbonyl) is prepared according to the analogous procedure to that described in the literature (Panek, J., J. Org. Chem., 1998, 63, 2382). As shown in scheme 4, phenylglycinol is alkylated with tert-butyl bromoacetate in the presence of base such a... Reactants: BrCCCBr (1,3-dibromopropane), [OH-].[K+] (potassium hydroxide), [N+](=O)([O-])C1=C2C=CNC2=CC=C1 (4-nitroindole). Run in CN(C)C=O (N,N′-dimethylformamide), CN(C)C=O (N,N′-dimethylformamide), O (water). Conditions: time 12 hour. Product: BrCCCN1C=CC2=C(C=CC=C12)[N+](=O)[O-] (1-(3-bromopropyl)-4-nitro-1H-indole). Yield: 93.2%. Reaction SMILES: [N+:1]([C:4]1[CH:12]=[CH:11][CH:10]=[C:9]2[C:5]=1[CH:6]=[CH:7][NH:8]2)([O-:3])=[O:2].[OH-].[K+].[Br:15][CH2:16][CH2:17][CH2:18]Br>CN(C=O)C.O>[Br:15][CH2:16][CH2:17][CH2:18][N:8]1[C:9]2[C:5](=[C:4]([N+:1]([O-:3])=[O:2])[CH:12]=[CH:11][CH:10]=2)[CH:6]=[CH:7]1 |f:1.2|. Reported procedure: To a solution of 4-nitroindole (5 g, 31 mmol) in anhydrous N,N′-dimethylformamide (200 mL) was added grounded potassium hydroxide (1.74 g, 31 mmol) in portions. Then a solution of 1,3-dibromopropane (18 g, 89 mmol) in N,N′-dimethylformamide was added dropwise. The mixture was stirred at room temperature for 12 hours, diluted with water and extracted with ethyl acetate. The organic phases were combined, washed by brine, dried over anhydrous sodium sulfate, filtrated and evaporated. The residue wa...